This data is from the Open Reaction Database (ORD), a public repository of structured organic reaction records. The task is: describe an organic reaction: reactants, conditions, products, and yield The reactants are [H-].C(C(C)C)[Al+]CC(C)C (Diisobutylaluminium hydride), ClC1=C(C#N)C=CC(=C1)O (2-chloro-4-hydroxybenzonitrile), O1CCCC1 (tetrahydrofuran), Cl (hydrochloric acid). Solvent: O (water). Run at temperature -78 celsius, time 1 hour. Product: ClC1=C(C=O)C=CC(=C1)O (2-Chloro-4-hydroxy-benzaldehyde). Yield: 84.0%. RXN SMILES: [H-].C([Al+]CC(C)C)C(C)C.[Cl:11][C:12]1[CH:19]=[C:18]([OH:20])[CH:17]=[CH:16][C:13]=1[C:14]#N.Cl.[O:22]1CCCC1>O>[Cl:11][C:12]1[CH:19]=[C:18]([OH:20])[CH:17]=[CH:16][C:13]=1[CH:14]=[O:22] |f:0.1|. Reported procedure: Diisobutylaluminium hydride (1M in hexane, 240 mL, 240 mmol) was added to a solution of 2-chloro-4-hydroxybenzonitrile (15 g, 97.7 mmol) in tetrahydrofuran (200 mL), cooled to −78° C., and the mixture was stirred at this temperature for 1 hour then at room temperature for 18 hours. The mixture was then cooled to 0° C. and 1M hydrochloric acid (80 mL) was added dropwise. The reaction mixture was diluted with water (200 mL) and filtered, washing through with ethyl acetate (×2). The layers of the f... Reactants: CCc1cc(O)c(F)c(C(O)c2nc(Br)c[nH]2)c1, CCOC(C)=O, CI, [K+], [K+], O=C([O-])[O-], CN(C)C=O. Product: CCc1cc(OC)c(F)c(C(O)c2nc(Br)c[nH]2)c1. Reaction SMILES: [Br:1][c:2]1[n:3][c:4]([CH:7]([c:8]2[c:9]([F:17])[c:10]([OH:16])[cH:11][c:12]([CH2:14][CH3:15])[cH:13]2)[OH:18])[nH:5][cH:6]1.[CH3:32][CH2:33][O:34][C:35]([CH3:36])=[O:37].[I:25][CH3:26].[K+:19].[K+:20].[O-:21][C:22]([O-:23])=[O:24].[O:27]=[CH:28][N:29]([CH3:30])[CH3:31]>>[Br:1][c:2]1[n:3][c:4]([CH:7]([c:8]2[c:9]([F:17])[c:10]([O:16][CH3:22])[cH:11][c:12]([CH2:14][CH3:15])[cH:13]2)[OH:18])[nH:5][cH:6]1.